Dataset: the Open Reaction Database (ORD), a public repository of structured organic reaction records. Task: describe an organic reaction: reactants, conditions, products, and yield The reactants are NCC(=O)C1=CC=CC=C1 (2-Aminoacetophenone), Cl (hydrochloric acid), O1CCOCC1 (1,4-dioxane), C[O-].[Na+] (sodium methoxide), C(=O)OCC (Ethyl formate). As a reaction SMILES: [NH2:1][CH2:2][C:3]([C:5]1[CH:10]=[CH:9]C=CC=1)=O.C[O-].[Na+].C([O:16][CH2:17][CH3:18])=O.Cl.O1CCO[CH2:22][CH2:21]1>O>[N:1]1[C:2]2[C:18](=[CH:9][CH:10]=[CH:5][CH:3]=2)[C:17](=[O:16])[CH2:22][CH:21]=1 |f:1.2|. Conditions: time 30 minute. Yield: 60.0%. The solvent is O (water). The product is N1=CCC(C2=CC=CC=C12)=O (4-Quinolone). Procedure: 2-Aminoacetophenone (7.0 g, 52 mmol) was added to and dissolved in 1,4-dioxane (100 ml). To the solution obtained was added sodium methoxide (8.4 g, 156 mmol), and the mixture was stirred at room temperature for 30 minutes. Ethyl formate (21 ml, 261 mmol) was then added, and the mixture was stirred at room temperature for an additional 125 minutes. After adding water (5 ml) to the reaction solution, and stirring for 10 minutes, 10% hydrochloric acid was added to the mixture for neutralization. T... Reactants: C(C)(C)(CC)C1=CC=C(C(C(=O)O)=C1)O (5-tert-amylsalicylic acid), CC1=C(N)C=CC(=C1)[N+](=O)[O-] (2-methyl-4-nitroaniline), P(Cl)(Cl)Cl (phosphorus trichloride). Solvent: C=1(C(=CC=CC1)C)C (xylene), C=1(C(=CC=CC1)C)C (xylene). Run at temperature 70 celsius. Yields the product C(C)(C)(CC)C1=CC=C(C(C(=O)NC2=C(C=C(C=C2)[N+](=O)[O-])C)=C1)O (5-Tert-amyl-2'-methyl-4'-nitrosalicylanilide). Yield: 55.0%. RXN SMILES: [C:1]([C:6]1[CH:14]=[C:10]([C:11]([OH:13])=O)[C:9]([OH:15])=[CH:8][CH:7]=1)([CH2:4][CH3:5])([CH3:3])[CH3:2].[CH3:16][C:17]1[CH:23]=[C:22]([N+:24]([O-:26])=[O:25])[CH:21]=[CH:20][C:18]=1[NH2:19].P(Cl)(Cl)Cl>C1(C)C(C)=CC=CC=1>[C:1]([C:6]1[CH:14]=[C:10]([C:11]([NH:19][C:18]2[CH:20]=[CH:21][C:22]([N+:24]([O-:26])=[O:25])=[CH:23][C:17]=2[CH3:16])=[O:13])[C:9]([OH:15])=[CH:8][CH:7]=1)([CH2:4][CH3:5])([CH3:2])[CH3:3]. Procedure: A mixture of 10.4 g of 5-tert-amylsalicylic acid and 7.6 g of 2-methyl-4-nitroaniline in 100 ml of xylene is heated at 70° C and to the mixture is added a solution of 2.6 g of phosphorus trichloride in 10 ml of xylene. The whole mixture is refluxed for two and a half hours. The hot reaction solution is decanted. The supernatant solution is cooled on an ice bath. The crystalline precipitate is collected by filtration. Recrystallization from methanol gives 9.4 g of the title compound as pale yello... The reactants are COC1=CC=C(C=C1)C1=CN=C2N1C=C(C=C2)C=2C(=NN(C2)C(C2=CC=CC=C2)(C2=CC=CC=C2)C2=CC=CC=C2)C2=CC=C(C=C2)C=2C(=CC=CC2)C(=O)OC (methyl 4′-{4-[3-(4-methoxyphenyl)-imidazo[1,2-a]pyridin-6-yl]-1-trityl-1H-pyrazol-3-yl}biphenyl-2-carboxylate), [OH-].[Na+] (sodium hydroxide), CO (methanol), [Cl-].[NH4+] (ammonium chloride). The solvent is O (water), O1CCCC1 (tetrahydrofuran), C(C)(=O)OCC (ethyl acetate). Run at temperature 60 celsius. The product is COC1=CC=C(C=C1)C1=CN=C2N1C=C(C=C2)C=2C(=NNC2)C2=CC=C(C=C2)C=2C(=CC=CC2)C(=O)O (4′-{4-[3-(4-Methoxyphenyl)imidazo[1,2-a]pyridin-6-yl]-1H-pyrazol-3-yl}biphenyl-2-carboxylic acid). Yield: 38.5%. As a reaction SMILES: [CH3:1][O:2][C:3]1[CH:8]=[CH:7][C:6]([C:9]2[N:13]3[CH:14]=[C:15]([C:18]4[C:19]([C:42]5[CH:47]=[CH:46][C:45]([C:48]6[C:49]([C:54]([O:56]C)=[O:55])=[CH:50][CH:51]=[CH:52][CH:53]=6)=[CH:44][CH:43]=5)=[N:20][N:21](C(C5C=CC=CC=5)(C5C=CC=CC=5)C5C=CC=CC=5)[CH:22]=4)[CH:16]=[CH:17][C:12]3=[N:11][CH:10]=2)=[CH:5][CH:4]=1.[OH-].[Na+].CO.[Cl-].[NH4+]>O.O1CCCC1.C(OCC)(=O)C>[CH3:1][O:2][C:3]1[CH:8]=[CH:7][C:6]([C:9]2[N:13]3[CH:14]=[C:15]([C:18]4[C:19]([C:42]5[CH:47]=[CH:46][C:45]([C:48]6[C:49]([C:54]([OH:56])=[O:55])=[CH:50][CH:51]=[CH:52][CH:53]=6)=[CH:44][CH:43]=5)=[N:20][NH:21][CH:22]=4)[CH:16]=[CH:17][C:12]3=[N:11][CH:10]=2)=[CH:5][CH:4]=1 |f:1.2,4.5|. Procedure: A mixture of 119 mg methyl 4′-{4-[3-(4-methoxyphenyl)-imidazo[1,2-a]pyridin-6-yl]-1-trityl-1H-pyrazol-3-yl}biphenyl-2-carboxylate (compound in Example 387), 0.5 mL of 1 N aqueous sodium hydroxide and 3 mL methanol was heated at 60° C. overnight under reflux. An aqueous saturated ammonium chloride solution, ethyl acetate, tetrahydrofuran and water were added to the reaction solution, and the organic layer was separated, washed with brine and dried over anhydrous sodium sulfate. The drying agent w... Starting materials: O=C([O-])[O-], Cc1ccccc1, OB(O)c1ccc(Cl)cc1, CSc1nc(Cl)c(-c2ccccc2)c(Cl)n1, [Na+], [Na+], O, c1ccc(P(c2ccccc2)(c2ccccc2)[Pd](P(c2ccccc2)(c2ccccc2)c2ccccc2)(P(c2ccccc2)(c2ccccc2)c2ccccc2)P(c2ccccc2)(c2ccccc2)c2ccccc2)cc1. The product is CSc1nc(Cl)c(-c2ccccc2)c(-c2ccc(Cl)cc2)n1. RXN SMILES: [C:27](=[O:28])([O-:29])[O-:30].[CH3:34][c:35]1[cH:36][cH:37][cH:38][cH:39][cH:40]1.[Cl:17][c:18]1[cH:19][cH:20][c:21]([B:24]([OH:25])[OH:26])[cH:22][cH:23]1.[Cl:1][c:2]1[n:3][c:4]([S:15][CH3:16])[n:5][c:6]([Cl:14])[c:7]1-[c:8]1[cH:9][cH:10][cH:11][cH:12][cH:13]1.[Na+:31].[Na+:32].[OH2:33].[cH:41]1[cH:42][cH:43][c:44]([P:45]([Pd:46]([P:47]([c:48]2[cH:49][cH:50][cH:51][cH:52][cH:53]2)([c:54]2[cH:55][cH:56][cH:57][cH:58][cH:59]2)[c:60]2[cH:61][cH:62][cH:63][cH:64][cH:65]2)([P:66]([c:67]2[cH:68][cH:69][cH:70][cH:71][cH:72]2)([c:73]2[cH:74][cH:75][cH:76][cH:77][cH:78]2)[c:79]2[cH:80][cH:81][cH:82][cH:83][cH:84]2)[P:85]([c:86]2[cH:87][cH:88][cH:89][cH:90][cH:91]2)([c:92]2[cH:93][cH:94][cH:95][cH:96][cH:97]2)[c:98]2[cH:99][cH:100][cH:101][cH:102][cH:103]2)([c:104]2[cH:105][cH:106][cH:107][cH:108][cH:109]2)[c:110]2[cH:111][cH:112][cH:113][cH:114][cH:115]2)[cH:116][cH:117]1>>[c:2]1(-[c:21]2[cH:20][cH:19][c:18]([Cl:17])[cH:23][cH:22]2)[n:3][c:4]([S:15][CH3:16])[n:5][c:6]([Cl:14])[c:7]1-[c:8]1[cH:9][cH:10][cH:11][cH:12][cH:13]1.